describe an organic reaction: reactants, conditions, products, and yield From a dataset of the Open Reaction Database (ORD), a public repository of structured organic reaction records. Starting materials: O=C([O-])[O-], CN(C)C=O, FC(F)Cl, [K+], [K+], O, O=Cc1ccc(O)c(O)c1. The product is O=Cc1ccc(OC(F)F)c(O)c1. As a reaction SMILES: [C:11](=[O:12])([O-:13])[O-:14].[CH3:21][N:22]([CH3:23])[CH:24]=[O:25].[Cl:17][CH:18]([F:19])[F:20].[K+:15].[K+:16].[OH2:26].[OH:1][c:2]1[cH:3][c:4]([CH:5]=[O:6])[cH:7][cH:8][c:9]1[OH:10]>>[OH:1][c:2]1[cH:3][c:4]([CH:5]=[O:6])[cH:7][cH:8][c:9]1[O:10][CH:18]([F:19])[F:20]. Reactants: C1(CCCCC1)N=C=NC1CCCCC1 (Dicyclohexylcarbodiimide), BrC(C(=O)O)C(C)(C)C (α-bromo-tert-butylacetic acid), C1=CC=CC=C1 (benzene), CC(C1=CC=CC=C1)(C)N (α,α-dimethylbenzylamine). The solvent is N1=CC=CC=C1 (pyridine). Reaction conditions: time 6 hour. The product is CC(C1=CC=CC=C1)(C)NC(C(Br)C(C)(C)C)=O (N-(α,α-dimethylbenzyl)-α-bromo-tert-butylacetamide). Yield: 68.8%. Reaction SMILES: [Br:1][CH:2]([C:6]([CH3:9])([CH3:8])[CH3:7])[C:3](O)=[O:4].C1C=CC=CC=1.[CH3:16][C:17]([NH2:25])([CH3:24])[C:18]1[CH:23]=[CH:22][CH:21]=[CH:20][CH:19]=1.C1(N=C=NC2CCCCC2)CCCCC1>N1C=CC=CC=1>[CH3:16][C:17]([NH:25][C:3](=[O:4])[CH:2]([C:6]([CH3:9])([CH3:8])[CH3:7])[Br:1])([CH3:24])[C:18]1[CH:23]=[CH:22][CH:21]=[CH:20][CH:19]=1. Reported procedure: Into a 200 ml four-necked flask, there were charged α-bromo-tert-butylacetic acid (9.8 g) and benzene (50 ml), and pyridine (50 ml) and α,α-dimethylbenzylamine (6.9 g) were dropwise added thereto while stirring at room temperature. Dicyclohexylcarbodiimide (10.8 g) was further added thereto, and the reaction was continued at 60°-70° C. for 6 hours, followed by cooling. The solvent was distilled off under reduced pressure, and the residue was extracted with hot benzene. The benzene extract was co... As a reaction SMILES: [CH3:1][O:2][C:3](=[NH:5])[NH2:4].[Cl:6][C:7]1[CH:18]=[C:17]([Cl:19])[CH:16]=[CH:15][C:8]=1[CH:9]=[C:10]([C:13]#[N:14])[C:11]#[N:12]>>[NH2:14][CH2:13][C:10]1[C:11]([NH2:12])=[N:5][C:3]([O:2][CH3:1])=[N:4][C:9]=1[C:8]1[CH:15]=[CH:16][C:17]([Cl:19])=[CH:18][C:7]=1[Cl:6]. The product is NCC=1C(=NC(=NC1C1=C(C=C(C=C1)Cl)Cl)OC)N (5-Aminomethyl-6-(2,4-dichloro-phenyl)-2-methoxy-pyrimidin-4-ylamine). The reactants are COC(N)=N (2-methyl-isourea), ClC1=C(C=C(C#N)C#N)C=CC(=C1)Cl (2-(2,4-dichloro-benzylidene)-malononitrile). Reported procedure: The title compound, MS: m/e=337.8 (M+), was prepared from 2-methyl-isourea and 2-(2,4-dichloro-benzylidene)-malononitrile in analogy to the process described in Example 11 a solid. The reactants are CC(=O)[O-], CC#N, ClCc1ccc(Cl)cc1Cl, Cl, [Na+], O, O, O, O, Nc1ccc(S(=O)(=O)O)cc1. Product: O=S(=O)(O)c1ccc(NCc2ccc(Cl)cc2Cl)cc1. Reaction SMILES: [C:15]([O-:16])(=[O:17])[CH3:18].[CH3:32][C:33]#[N:34].[Cl:20][c:21]1[c:22]([CH2:23][Cl:24])[cH:25][cH:26][c:27]([Cl:29])[cH:28]1.[ClH:30].[Na+:19].[OH2:12].[OH2:13].[OH2:14].[OH2:31].[S:1](=[O:2])([c:3]1[cH:4][cH:5][c:6]([NH2:9])[cH:7][cH:8]1)(=[O:10])[OH:11]>>[S:1](=[O:2])([c:3]1[cH:4][cH:5][c:6]([NH:9][CH2:23][c:22]2[c:21]([Cl:20])[cH:28][c:27]([Cl:29])[cH:26][cH:25]2)[cH:7][cH:8]1)(=[O:10])[OH:11]. Reactants: FC(C(N)(C=1N(C(=C(N1)C1=CC=C(C=C1)F)C1=CC=C(C=C1)F)C)C(F)(F)F)(F)F (α,α-bis(trifluoromethyl)-4,5-bis(4-fluorophenyl)-1-methyl-1H-imidazole-2-methanamine), C1(CCCCC1)C(=O)Cl (cyclohexane carbonyl chloride). Run in N1=CC=CC=C1 (pyridine). Reaction conditions: temperature 130 celsius. Product: C1(CCCCC1)C1=NC(C=2N1C(=C(N2)C2=CC=C(C=C2)F)C2=CC=C(C=C2)F)(C(F)(F)F)C(F)(F)F (5-cyclohexyl-2,3-bis(4-fluorophenyl)-7,7-bis(trifluoromethyl)-7H-imidazo[1,5-A]-imidazole). The yield is 46.9%. Reaction SMILES: [F:1][C:2]([F:30])([F:29])[C:3]([C:25]([F:28])([F:27])[F:26])([C:5]1[N:6]([CH3:24])[C:7]([C:17]2[CH:22]=[CH:21][C:20]([F:23])=[CH:19][CH:18]=2)=[C:8]([C:10]2[CH:15]=[CH:14][C:13]([F:16])=[CH:12][CH:11]=2)[N:9]=1)[NH2:4].[CH:31]1(C(Cl)=O)[CH2:36][CH2:35][CH2:34][CH2:33][CH2:32]1>N1C=CC=CC=1>[CH:31]1([C:24]2[N:6]3[C:7]([C:17]4[CH:22]=[CH:21][C:20]([F:23])=[CH:19][CH:18]=4)=[C:8]([C:10]4[CH:15]=[CH:14][C:13]([F:16])=[CH:12][CH:11]=4)[N:9]=[C:5]3[C:3]([C:2]([F:29])([F:1])[F:30])([C:25]([F:26])([F:27])[F:28])[N:4]=2)[CH2:36][CH2:35][CH2:34][CH2:33][CH2:32]1. Reported procedure: To a solution of α,α-bis(trifluoromethyl)-4,5-bis(4-fluorophenyl)-1-methyl-1H-imidazole-2-methanamine (3.38 gr, 7.8 mmole) in pyridine (1.7 gr) was added cyclohexane carbonyl chloride (3.5 gr, 23.9 mmole). The reaction mixture was heated at 130° C. for 4 hours. The mixture was purified by column chromatography, eluting with hexane, then mixture of hexane-ethylacetate (9:1) to give 5-cyclohexyl-2,3-bis(4-fluorophenyl)-7,7-bis(trifluoromethyl)-7H-imidazo[1,5-A]-imidazole (1.88 gr, 37%) as a white ... Reactants: FC=1C=C2C(C(NC2=CC1)=O)=O (5-fluoroisatin), FC1=CC=C2C(C(=O)OC(N2)=O)=C1 (5-fluoroisatoic anhydride), FC=1C=C2C(C(=O)OC(N2)=O)=CC1 (4-fluoroisatoic anhydride). Yields the product FC=1C=C2C(N3C(=NC2=CC1)C(C1=NC=CC=C13)=O)=O (2-Fluoro-7-azaindolo[2,1-b]quinazoline-6,12-dione). Reaction SMILES: [F:1][C:2]1[CH:3]=[C:4]2[C:8](=[CH:9][CH:10]=1)[NH:7][C:6](=O)[C:5]2=[O:12].F[C:14]1C=[C:18]2C(O[C:22](=[O:24])[NH:23][C:17]2=[CH:16][CH:15]=1)=O.FC1C=C2[NH:35]C(=O)OC(=O)C2=CC=1>>[F:1][C:2]1[CH:3]=[C:4]2[C:8](=[CH:9][CH:10]=1)[N:7]=[C:6]1[C:5](=[O:12])[C:18]3[C:17]([N:23]1[C:22]2=[O:24])=[CH:16][CH:15]=[CH:14][N:35]=3. Procedure details: Using the procedure in Example 36 and substituting 4-azaisatin (Example 11) for 5-fluoroisatin and 5-fluoroisatoic anhydride for 4-fluoroisatoic anhydride gives the title compound. The yield is 92.1%. As a reaction SMILES: [C:1]([O:5][C:6](=[O:14])[NH:7][CH:8]1[CH2:12][CH2:11][CH:10]([OH:13])[CH2:9]1)([CH3:4])([CH3:3])[CH3:2].CC(OI1(OC(C)=O)(OC(C)=O)OC(=O)C2C=CC=CC1=2)=O>C(Cl)Cl>[C:1]([O:5][C:6](=[O:14])[NH:7][CH:8]1[CH2:12][CH2:11][C:10](=[O:13])[CH2:9]1)([CH3:4])([CH3:2])[CH3:3]. Starting materials: C(C)(C)(C)OC(NC1CC(CC1)O)=O (tert-butyl(3-hydroxycyclopentyl)carbamate), CC(=O)OI1(C=2C=CC=CC2C(=O)O1)(OC(=O)C)OC(=O)C (Dess-martin reagent). Reported procedure: A mixture of tert-butyl(3-hydroxycyclopentyl)carbamate (800 mg, 3.98 mmol) and Dess-martin reagent (3.6 g, 8.15 mmol) in DCM (20 mL) was stirred at RT overnight. And then, the reaction was quenched by addition of sat. aqueous solution of NaHCO3 and sat. aqueous solution of Na2SO3. The resulting mixture was extracted with DCM (20 mL×3). The combined organic layers were dried over Na2SO4, and then concentrated in vacuo. The residue was purified by silica-gel chromatography to afford tert-butyl(3-o... Solvent: C(Cl)Cl (DCM). Product: C(C)(C)(C)OC(NC1CC(CC1)=O)=O (tert-butyl(3-oxocyclopentyl)carbamate). Run at time 8 hour. Reactants: CC(C)(C)N(C([O-])=O)[C@H](CN1C(C2=CC=CC=C2C1=O)=O)CC1=CC=CC=C1 (1,1-dimethylethyl[(1S)-2-(1,3-dioxo-1,3-dihydro-2H-isoindol-2-yl)-1-(phenylmethyl)ethyl]carbamate), Cl (HCl). Yields the product N[C@H](CN1C(C2=CC=CC=C2C1=O)=O)CC1=CC=CC=C1 (2-[(2S)-2-amino-3-phenylpropyl]-1H-isoindole-1,3(2H)-dione). Procedure details: To a solution of 1,1-dimethylethyl[(1S)-2-(1,3-dioxo-1,3-dihydro-2H-isoindol-2-yl)-1-(phenylmethyl)ethyl]carbamate (4.3 g, 11.3 mmole) in MeOH (100 mL) at RT was added 4M HCl in dioxane (50 mL). After stirring for 3 h at RT, the reaction solution was concentrated to a white solid (quant.): LCMS (ES) m/z 281 (M+H)+. Run in CO (MeOH), O1CCOCC1 (dioxane). Reaction SMILES: CC([N:5]([C@@H:9]([CH2:22][C:23]1[CH:28]=[CH:27][CH:26]=[CH:25][CH:24]=1)[CH2:10][N:11]1[C:19](=[O:20])[C:18]2[C:13](=[CH:14][CH:15]=[CH:16][CH:17]=2)[C:12]1=[O:21])C(=O)[O-])(C)C.Cl>CO.O1CCOCC1>[NH2:5][C@@H:9]([CH2:22][C:23]1[CH:28]=[CH:27][CH:26]=[CH:25][CH:24]=1)[CH2:10][N:11]1[C:19](=[O:20])[C:18]2[C:13](=[CH:14][CH:15]=[CH:16][CH:17]=2)[C:12]1=[O:21]. Reaction conditions: time 3 hour. Reactants: ClC1=C(C=NC2=C(C=CC=C12)OC)C(=O)OCC (ethyl 4-chloro-8-methoxy-3-quinolinecarboxylate), NC1=CC=CC=C1 (aniline). The solvent is O1CCCC1 (tetrahydrofuran), O1CCCC1 (tetrahydrofuran). Isolated yield 95.1%. Procedure: To a solution of 6.0 g (22.5 mmoles) of ethyl 4-chloro-8-methoxy-3-quinolinecarboxylate in 80 ml of tetrahydrofuran was added 2.3 g (24.8 mmoles) of aniline in 60 ml of tetrahydrofuran. The solution was briefly warmed and after standing for 10 minutes, a yellow solid began to precipitate. The mixture was kept at room temperature for 18 hours. The solvent was rotary evaporated. The residue dissolved in 200 ml of methanol and the pH made slightly basic (pH 8) with sodium bicarbonate. Water (700 ml... RXN SMILES: Cl[C:2]1[C:11]2[C:6](=[C:7]([O:12][CH3:13])[CH:8]=[CH:9][CH:10]=2)[N:5]=[CH:4][C:3]=1[C:14]([O:16][CH2:17][CH3:18])=[O:15].[NH2:19][C:20]1[CH:25]=[CH:24][CH:23]=[CH:22][CH:21]=1>O1CCCC1>[C:20]1([NH:19][C:2]2[C:11]3[C:6](=[C:7]([O:12][CH3:13])[CH:8]=[CH:9][CH:10]=3)[N:5]=[CH:4][C:3]=2[C:14]([O:16][CH2:17][CH3:18])=[O:15])[CH:25]=[CH:24][CH:23]=[CH:22][CH:21]=1. Run at time 10 minute. The product is C1(=CC=CC=C1)NC1=C(C=NC2=C(C=CC=C12)OC)C(=O)OCC (Ethyl 4-(Phenylamino)-8-methoxy-3-quinolinecarboxylate).